This data is from the Open Reaction Database (ORD), a public repository of structured organic reaction records. The task is: describe an organic reaction: reactants, conditions, products, and yield Reactants: Cc1ccccc1O, CO, O=[Ca], O. Product: Cc1cccc(C)c1O. As a reaction SMILES: [CH3:1][c:2]1[cH:3][cH:4][cH:5][cH:6][c:7]1[OH:8].[CH3:9][OH:10].[O:11]=[Ca:12].[OH2:13]>>[CH3:1][c:2]1[cH:3][cH:4][cH:5][c:6]([CH3:9])[c:7]1[OH:8]. Starting materials: CC(=O)[O-], CC(=O)OC(C)=O, Cc1ccccc1, CC(C)CC(NC(=O)C(C)(C)NC(=O)OC(C)(C)C)C(=O)NC1Cc2cccc(N)c2N(Cc2ccsc2)C1=O, [Na+], O=C1CCC(=O)O1, O. Yields the product CC(C)CC(NC(=O)C(C)(C)NC(=O)OC(C)(C)C)C(=O)NC1Cc2cccc(N3C(=O)CCC3=O)c2N(Cc2ccsc2)C1=O. RXN SMILES: [CH3:49][C:50](=[O:51])[O-:52].[CH3:53][C:54]([O:55][C:56](=[O:57])[CH3:58])=[O:59].[CH3:61][c:62]1[cH:63][cH:64][cH:65][cH:66][cH:67]1.[NH2:1][c:2]1[cH:3][cH:4][cH:5][c:6]2[c:11]1[N:10]([CH2:12][c:13]1[cH:14][s:15][cH:16][cH:17]1)[C:9](=[O:18])[CH:8]([NH:19][C:20]([CH:21]([CH2:22][CH:23]([CH3:24])[CH3:25])[NH:26][C:27]([C:28]([CH3:29])([CH3:30])[NH:31][C:32]([O:33][C:34]([CH3:35])([CH3:36])[CH3:37])=[O:38])=[O:39])=[O:40])[CH2:7]2.[Na+:48].[O:41]=[C:42]1[CH2:43][CH2:44][C:45](=[O:46])[O:47]1.[OH2:60]>>[N:1]1([c:2]2[cH:3][cH:4][cH:5][c:6]3[c:11]2[N:10]([CH2:12][c:13]2[cH:14][s:15][cH:16][cH:17]2)[C:9](=[O:18])[CH:8]([NH:19][C:20]([CH:21]([CH2:22][CH:23]([CH3:24])[CH3:25])[NH:26][C:27]([C:28]([CH3:29])([CH3:30])[NH:31][C:32]([O:33][C:34]([CH3:35])([CH3:36])[CH3:37])=[O:38])=[O:39])=[O:40])[CH2:7]3)[C:42](=[O:41])[CH2:43][CH2:44][C:45]1=[O:46].